From a dataset of the Open Reaction Database (ORD), a public repository of structured organic reaction records. describe an organic reaction: reactants, conditions, products, and yield Reactants: Cl.Cl.C(C)(C)(C)C1=C(C=CC=C1)N1CCNCC1 (1-(2-tert-butylphenyl)piperazine dihydrochloride), C(C)(C)N(CC)C(C)C (diisopropylethylamine), Cl.N1=C(C=CC=C1)C(=O)Cl (picolinoyl chloride hydrochloride). The solvent is C(Cl)Cl (methylene chloride). Yields the product C(C)(C)(C)C1=C(C=CC=C1)N1CCN(CC1)C(=O)C1=NC=CC=C1 ((4-(2-tert-butylphenyl)piperazin-1-yl)(pyridin-2-yl)methanone). Isolated yield 80.1%. Reaction SMILES: Cl.Cl.[C:3]([C:7]1[CH:12]=[CH:11][CH:10]=[CH:9][C:8]=1[N:13]1[CH2:18][CH2:17][NH:16][CH2:15][CH2:14]1)([CH3:6])([CH3:5])[CH3:4].C(N(C(C)C)CC)(C)C.Cl.[N:29]1[CH:34]=[CH:33][CH:32]=[CH:31][C:30]=1[C:35](Cl)=[O:36]>C(Cl)Cl>[C:3]([C:7]1[CH:12]=[CH:11][CH:10]=[CH:9][C:8]=1[N:13]1[CH2:18][CH2:17][N:16]([C:35]([C:30]2[CH:31]=[CH:32][CH:33]=[CH:34][N:29]=2)=[O:36])[CH2:15][CH2:14]1)([CH3:6])([CH3:4])[CH3:5] |f:0.1.2,4.5|. Reported procedure: To a stirred solution of 1-(2-tert-butylphenyl)piperazine dihydrochloride (0.064 g, 0.22 mmol) and diisopropylethylamine (0.089 g, 0.69 mmol) in methylene chloride stirring at 0° C. was added picolinoyl chloride hydrochloride (0.043 g, 0.24 mmol) at room temperature. After 2 h the reaction mixture was concentrated under reduced pressure and the residue purified by flash column chromatography (silica gel, 95:5 to 90:10 dichloromethane/methanol) to provide (4-(2-tert-butylphenyl)piperazin-1-yl)(py... Reactants: NC1=NN2C(N=CC(=C2)F)=C1C(=O)NC=1C=NC=CC1C1CCN(CC1)C(=O)OC(C)(C)C (tert-butyl 4-[3-[(2-amino-6-fluoro-pyrazolo[1,5-a]pyrimidine-3-carbonyl)amino]-4-pyridyl]piperidine-1-carboxylate), C(Cl)Cl (DCM), C(=O)(C(F)(F)F)O (TFA). The solvent is CO (MeOH). Run at time 96 hour. The product is NC1=NN2C(N=CC(=C2)F)=C1C(=O)NC=1C=NC=CC1C1CCNCC1 (2-amino-6-fluoro-N-(4-(piperidin-4-yl)pyridin-3-yl)pyrazolo[1,5-a]pyrimidine-3-carboxamide). RXN SMILES: [NH2:1][C:2]1[C:11]([C:12]([NH:14][C:15]2[CH:16]=[N:17][CH:18]=[CH:19][C:20]=2[CH:21]2[CH2:26][CH2:25][N:24](C(OC(C)(C)C)=O)[CH2:23][CH2:22]2)=[O:13])=[C:5]2[N:6]=[CH:7][C:8]([F:10])=[CH:9][N:4]2[N:3]=1.C(Cl)Cl.C(O)(C(F)(F)F)=O>CO>[NH2:1][C:2]1[C:11]([C:12]([NH:14][C:15]2[CH:16]=[N:17][CH:18]=[CH:19][C:20]=2[CH:21]2[CH2:26][CH2:25][NH:24][CH2:23][CH2:22]2)=[O:13])=[C:5]2[N:6]=[CH:7][C:8]([F:10])=[CH:9][N:4]2[N:3]=1. Procedure details: To a solution of tert-butyl 4-[3-[(2-amino-6-fluoro-pyrazolo[1,5-a]pyrimidine-3-carbonyl)amino]-4-pyridyl]piperidine-1-carboxylate (555 mg, 1.218 mmol) (prepared using a procedure similar to example 2) in MeOH (2.135 mL) and DCM (2.135 mL) was added TFA (6.2 g, 4.2 mL, 54 mmol) and the resulting solution stirred at rt for 96 h. The reaction mixture was concentrated in vacuo and taken up in methanol and DCM and passed through an 25 g SCX cartridge flushing with methanol (3 column volumes) followe... Starting materials: C(CCl)Cl (EDC), C=1C=CC2=C(C1)N=NN2O (HOBT), NCC=1C(=C(C(=CC1)Br)OC=1C=C(C#N)C=C(C1)Cl)F (3-{[3-(aminomethyl)-6-bromo-2-fluorophenyl]oxy}-5-chlorobenzonitrile), BrC=1N=CNC1C(=O)O (4-bromo-1H-imidazole-5-carboxylic acid). Run in CN(C)C=O (DMF). Conditions: time 8 hour. Product: BrC=1N=CNC1C(=O)NCC1=C(C(=C(C=C1)Br)OC1=CC(=CC(=C1)C#N)Cl)F (4-bromo-N-({4-bromo-3-[(3-chloro-5-cyanophenyl)oxy]-2-fluorophenyl}methyl)-1H-imidazole-5-carboxamide). Yield: 45.8%. Reaction SMILES: C(Cl)CCl.C1C=CC2N(O)N=NC=2C=1.[NH2:15][CH2:16][C:17]1[C:18]([F:34])=[C:19]([O:24][C:25]2[CH:26]=[C:27]([CH:30]=[C:31]([Cl:33])[CH:32]=2)[C:28]#[N:29])[C:20]([Br:23])=[CH:21][CH:22]=1.[Br:35][C:36]1[N:37]=[CH:38][NH:39][C:40]=1[C:41](O)=[O:42]>CN(C=O)C>[Br:35][C:36]1[N:37]=[CH:38][NH:39][C:40]=1[C:41]([NH:15][CH2:16][C:17]1[CH:22]=[CH:21][C:20]([Br:23])=[C:19]([O:24][C:25]2[CH:26]=[C:27]([C:28]#[N:29])[CH:30]=[C:31]([Cl:33])[CH:32]=2)[C:18]=1[F:34])=[O:42]. Reported procedure: EDC (0.059 g, 0.309 mmol) and HOBT (0.042 g, 0.309 mmol) were added to a solution of 3-{[3-(aminomethyl)-6-bromo-2-fluorophenyl]oxy}-5-chlorobenzonitrile (0.100 g, 0.281 mmol) and 4-bromo-1H-imidazole-5-carboxylic acid (0.054 g, 0.281 mmol) in DMF (2 ml). The mixture was stirred at RT overnight. The reaction mixture was extracted with ethyl acetate and saturated aqueous sodium bicarbonate and the organic layer was dried over sodium sulfate and concentrated. Purification by reverse phase HPLC (ac... Starting materials: C(C)(C)P(=O)(Cl)Cl (isopropylphosphonic dichloride), dilithio, C(CCC)[Li] (n-butyllithium), CN(CCN(C)C)C (tetramethylethylenediamine), COC1=CC=C(C=C1)NCC1=CC=CC=C1 (N-(4-methoxyphenyl)-N-benzylamine), crude product. The solvent is C1CCCCC1 (cyclohexane), CCOCC (ether), C1CCCCC1 (cyclohexane), C1CCCCC1 (cyclohexane), CCCCCC (hexane). Run at temperature 0 celsius, time 16 hour. The product is C(C)(C)P1(N(CC2=C1C=CC=C2)C2=CC=C(C=C2)OC)=O (1-isopropyl-2-(4-methoxyphenyl)-2,3-dihydro-1H-2,1-benzazaphosphole-1-oxide). Yield: 16.6%. Reaction SMILES: C([Li])CCC.CN(C)CCN(C)C.[CH3:14][O:15][C:16]1[CH:21]=[CH:20][C:19]([NH:22][CH2:23][C:24]2[CH:29]=[CH:28][CH:27]=[CH:26][CH:25]=2)=[CH:18][CH:17]=1.[CH:30]([P:33](Cl)(Cl)=[O:34])([CH3:32])[CH3:31]>CCCCCC.CCOCC.C1CCCCC1>[CH:30]([P:33]1(=[O:34])[C:25]2[CH:26]=[CH:27][CH:28]=[CH:29][C:24]=2[CH2:23][N:22]1[C:19]1[CH:20]=[CH:21][C:16]([O:15][CH3:14])=[CH:17][CH:18]=1)([CH3:32])[CH3:31]. Reported procedure: Under a static nitrogen atmosphere at 0° C., a solution of n-butyllithium (8.0 g, 0.125 mol) in hexane was added to a solution of tetramethylethylenediamine (14.3 g, 0.123 mol) in 60 ml. of anhydrous cyclohexane with constant stirring. While maintaining the temperature at 0° C., a solution of N-(4-methoxyphenyl)-N-benzylamine (12.8 g, 0.06 mol) in 60 ml. of anhydrous cyclohexane was added to the reaction mixture to produce a suspension containing a dilithio compound. This suspension was stirred ... Starting materials: C1CCOC1, COB1OC(C)(C)C(C)(C)O1, CC(C)[Mg+], [Cl-], [Cl-], Ic1cnn(CCOC2CCCCO2)c1, [NH4+]. Yields the product CC1(C)OB(c2cnn(CCOC3CCCCO3)c2)OC1(C)C. As a reaction SMILES: [CH2:34]1[O:35][CH2:36][CH2:37][CH2:38]1.[CH3:21][O:22][B:23]1[O:24][C:25]([CH3:30])([CH3:31])[C:26]([CH3:28])([CH3:29])[O:27]1.[CH:17]([Mg+:18])([CH3:19])[CH3:20].[Cl-:16].[Cl-:32].[I:1][c:2]1[cH:3][n:4][n:5]([CH2:7][CH2:8][O:9][CH:10]2[O:11][CH2:12][CH2:13][CH2:14][CH2:15]2)[cH:6]1.[NH4+:33]>>[c:2]1([B:23]2[O:24][C:25]([CH3:30])([CH3:31])[C:26]([CH3:28])([CH3:29])[O:27]2)[cH:3][n:4][n:5]([CH2:7][CH2:8][O:9][CH:10]2[O:11][CH2:12][CH2:13][CH2:14][CH2:15]2)[cH:6]1. Starting materials: Cc1oc(-c2ccc(OCc3ccccc3)cc2)nc1CCOc1ccc(OC(C)(C)C(=O)O)cc1, CO, ClCCl, C1CCOC1. Product: Cc1oc(-c2ccc(O)cc2)nc1CCOc1ccc(OC(C)(C)C(=O)O)cc1. RXN SMILES: [CH2:1]([c:2]1[cH:3][cH:4][cH:5][cH:6][cH:7]1)[O:8][c:9]1[cH:10][cH:11][c:12](-[c:15]2[o:16][c:17]([CH3:36])[c:18]([CH2:20][CH2:21][O:22][c:23]3[cH:24][cH:25][c:26]([O:27][C:28]([C:29](=[O:30])[OH:31])([CH3:32])[CH3:33])[cH:34][cH:35]3)[n:19]2)[cH:13][cH:14]1.[CH3:42][OH:43].[Cl:44][CH2:45][Cl:46].[O:37]1[CH2:38][CH2:39][CH2:40][CH2:41]1>>[OH:8][c:9]1[cH:10][cH:11][c:12](-[c:15]2[o:16][c:17]([CH3:36])[c:18]([CH2:20][CH2:21][O:22][c:23]3[cH:24][cH:25][c:26]([O:27][C:28]([C:29](=[O:30])[OH:31])([CH3:32])[CH3:33])[cH:34][cH:35]3)[n:19]2)[cH:13][cH:14]1. The reactants are C(C)(=O)OCCC(C1=CC=CC=C1)(F)F (3,3-Difluoro-3-phenylpropyl acetate), [OH-].[Na+] (sodium hydroxide). The solvent is C(C)O (ethanol), C(Cl)Cl (methylene chloride). Conditions: time 2 hour. The product is FC(CCO)(C1=CC=CC=C1)F (3,3-Difluoro-3-phenylpropan-1-ol). RXN SMILES: C([O:4][CH2:5][CH2:6][C:7]([F:15])([F:14])[C:8]1[CH:13]=[CH:12][CH:11]=[CH:10][CH:9]=1)(=O)C.[OH-].[Na+]>C(O)C.C(Cl)Cl>[F:14][C:7]([F:15])([C:8]1[CH:13]=[CH:12][CH:11]=[CH:10][CH:9]=1)[CH2:6][CH2:5][OH:4] |f:1.2|. Procedure details: To a suspension of Intermediate 76 (0.30 g, 1.40 mol) in ethanol (4 mL) was added a solution of 35% sodium hydroxide (1 mL). The mixture was stirred at room temperature for 2 hours. The crude reaction was diluted with methylene chloride (50 mL), washed with water (1×30 ML) and 1N hydrochloric acid (2×30 mL), dried (Na2SO4), and the solvent removed under reduced pressure. The title compound was obtained (0.22 g, 89%) as orange oil, and was used in the next step without further purification. Reactants: C=CCc1c(C)[nH]c(C)c(C(=O)Nc2c(CC)cc(C)cc2CC)c1=O, O=P(Cl)(Cl)Cl. Yields the product C=CCc1c(C)nc(C)c(C(=O)Nc2c(CC)cc(C)cc2CC)c1Cl. As a reaction SMILES: [CH2:1]([CH:2]=[CH2:3])[c:4]1[c:5](=[O:26])[c:6]([C:12](=[O:13])[NH:14][c:15]2[c:16]([CH2:24][CH3:25])[cH:17][c:18]([CH3:23])[cH:19][c:20]2[CH2:21][CH3:22])[c:7]([CH3:11])[nH:8][c:9]1[CH3:10].[P:27]([Cl:28])([Cl:29])([Cl:30])=[O:31]>>[CH2:1]([CH:2]=[CH2:3])[c:4]1[c:5]([Cl:29])[c:6]([C:12](=[O:13])[NH:14][c:15]2[c:16]([CH2:24][CH3:25])[cH:17][c:18]([CH3:23])[cH:19][c:20]2[CH2:21][CH3:22])[c:7]([CH3:11])[n:8][c:9]1[CH3:10]. Product: COC(C1=CC(=C(C=C1)Br)SCC1=C(C=CC=C1)[N+](=O)[O-])=O (4-Bromo-3-(2-nitro-benzylsulfanyl)-benzoic acid methyl ester). Procedure details: 4-Bromo-3-mercapto-benzoic acid methyl ester was reacted with 1-bromomethyl-2-nitro-benzene as described in the synthesis of Example 1f to obtain the title compound. Yield: (64%); 1H NMR (CDCl3): δ 3.90 (s, 3H, OCH3), 4.55 (s, 2H, CH2), 7.40-7.55 (m, 3H, Ar), 7.60 (d, 1H, Ar), 7.70 (d, 1H, Ar), 7.90 (d, 1H, Ar), 8.10 (d, 1H, Ar). As a reaction SMILES: [CH3:1][O:2][C:3](=[O:12])[C:4]1[CH:9]=[CH:8][C:7]([Br:10])=[C:6]([SH:11])[CH:5]=1.Br[CH2:14][C:15]1[CH:20]=[CH:19][CH:18]=[CH:17][C:16]=1[N+:21]([O-:23])=[O:22]>>[CH3:1][O:2][C:3](=[O:12])[C:4]1[CH:9]=[CH:8][C:7]([Br:10])=[C:6]([S:11][CH2:14][C:15]2[CH:20]=[CH:19][CH:18]=[CH:17][C:16]=2[N+:21]([O-:23])=[O:22])[CH:5]=1. The reactants are COC(C1=CC(=C(C=C1)Br)S)=O (4-Bromo-3-mercapto-benzoic acid methyl ester), BrCC1=C(C=CC=C1)[N+](=O)[O-] (1-bromomethyl-2-nitro-benzene).